From a dataset of the Open Reaction Database (ORD), a public repository of structured organic reaction records. describe an organic reaction: reactants, conditions, products, and yield The reactants are C(CC)(=O)Cl (Propanoyl chloride), C(C=1C(N)=CC=CC1)(=O)O (anthranilic acid), Cl (hydrochloric acid). Run in ClCCl (dichloromethane). Yields the product C(C)C1=NC2=C(C(O1)=O)C=CC=C2 (2-ethyl-4H-3,1-benzoxazin-4-one). Yield: 78.2%. As a reaction SMILES: [C:1](Cl)(=[O:4])[CH2:2][CH3:3].[C:6](O)(=[O:14])[C:7]1[C:8](=[CH:10][CH:11]=[CH:12][CH:13]=1)[NH2:9].Cl>ClCCl>[CH2:2]([C:1]1[O:4][C:6](=[O:14])[C:7]2[CH:13]=[CH:12][CH:11]=[CH:10][C:8]=2[N:9]=1)[CH3:3]. Procedure details: Propanoyl chloride (6.2 g, 67 mmol) was added to a solution of anthranilic acid (1 g, 7.3 mmol) in dichloromethane (20 mL). The reaction medium was kept under reflux and agitation, with the end of the reaction being monitored by CG/MS. After the end of the reaction, a hydrochloric acid solution was added (20 mL, 1M), and the resulting mixture was extracted with ethyl acetate (100 mL), the extract was dried with magnesium sulfate and the solvent was evaporated. Acetic anhydride (15 mL) was added ... Starting materials: alcohol, CC(=O)CC(=O)OC(C)(C)C (tBAA), beta-ketoester, C(CCCCCCC)O (n-octanol), CC(=O)CC(=O)OC(C)(C)C (tBAA), C1(=CC=CC=C1)C (toluene). Run in C(C)(C)(C)O (t-butyl alcohol). The product is C(CC(=O)C)(=O)OCCCCCCCC (octyl acetoacetate). Yield: 83.2%. RXN SMILES: [CH3:1][C:2]([CH2:4][C:5]([O:7][C:8]([CH3:11])(C)C)=[O:6])=[O:3].[CH2:12](O)[CH2:13][CH2:14][CH2:15][CH2:16][CH2:17]CC.C1(C)C=CC=CC=1>C(O)(C)(C)C>[C:5]([O:7][CH2:8][CH2:11][CH2:12][CH2:13][CH2:14][CH2:15][CH2:16][CH3:17])(=[O:6])[CH2:4][C:2]([CH3:1])=[O:3]. Reported procedure: Another procedure involved heating the alcohol and tBAA, (or beta-ketoester) in solvent, in a round-bottom flask with magnetic stirrer,5-plate Oldershaw column and still head for removal of the t-butanol co-product. For example: a solution of n-octanol (13 g, 0.1 mol), tBAA (16.6 g, 0.105 mol) and 50 mL toluene was heated at reflux until the theoretical amount of t-butyl alcohol was obtained (ca. 15 min. after reflux). The reaction mixture was subsequently concentrated and distilled to give 17.8... The reactants are ClC1=CC=C(C=N1)CNC(=CC(C(F)(F)F)=O)SC (1-(6-chloro-3- pyridylmethyl) amino-1-methylthio-4,4,4-trifluoro-1-buten-3-one), ClC1=CC=C(C=N1)CNC(=CC(C(F)(F)F)=O)SC (1-(6-chloro-3-pyridylmethyl) amino-1-methylthio-4,4,4-trifluoro-1-buten-3-one), CNC (dimethylamine). The solvent is C(C)O (ethanol). Reaction conditions: temperature 20 celsius. The product is ClC1=CC=C(C=N1)CNC(=CC(C(F)(F)F)=O)N(C)C (1-(6-chloro-3-pyridylmethyl)amino-1-dimethylamino-4,4,4-trifluoro-1-buten-3-one). RXN SMILES: [Cl:1][C:2]1[N:7]=[CH:6][C:5]([CH2:8][NH:9][C:10](SC)=[CH:11][C:12](=[O:17])[C:13]([F:16])([F:15])[F:14])=[CH:4][CH:3]=1.[CH3:20][NH:21][CH3:22]>C(O)C>[Cl:1][C:2]1[N:7]=[CH:6][C:5]([CH2:8][NH:9][C:10]([N:21]([CH3:22])[CH3:20])=[CH:11][C:12](=[O:17])[C:13]([F:16])([F:15])[F:14])=[CH:4][CH:3]=1. Procedure details: The product of Example 6, 1-(6-chloro-3-pyridylmethyl) amino-1-methylthio-4,4,4-trifluoro-1-buten-3-one, (2.0 g, 0.0065 mol) and dimethylamine (1.5 ml) were dissolved in ethanol (15 ml). The resulting solution was heated under reflux for 2 hours. The resulting mixture was cooled to ambient temperature (20° C.) and solvent removed by evaporation under reduced pressure. The solid residue was recrystallized from ether to give the product, 1-(6-chloro-3-pyridylmethyl)amino-1-dimethylamino-4,4,4-trif...